From a dataset of the Open Reaction Database (ORD), a public repository of structured organic reaction records. describe an organic reaction: reactants, conditions, products, and yield The reactants are crude product, C1(=CC=CC=C1)NC(=O)N1CCC2=CC(=CC=C12)NS(=O)(=O)C1=CC(=CC(=C1)Cl)Cl (5-(3,5-dichloro-phenylsulphonylamino)-2,3-dihydro-indole-1-carboxylic acid-phenylamide). Reaction SMILES: [C:1]1([NH:7][C:8]([N:10]2[C:18]3[C:13](=[CH:14][C:15]([NH:19]S(C4C=C(Cl)C=C(Cl)C=4)(=O)=O)=[CH:16][CH:17]=3)[CH2:12][CH2:11]2)=[O:9])[CH:6]=[CH:5][CH:4]=[CH:3][CH:2]=1>CO>[C:1]1([NH:7][C:8]([N:10]2[C:18]3[C:13](=[CH:14][C:15]([NH2:19])=[CH:16][CH:17]=3)[CH2:12][CH2:11]2)=[O:9])[CH:2]=[CH:3][CH:4]=[CH:5][CH:6]=1. The solvent is CO (methanol). Product: C1(=CC=CC=C1)NC(=O)N1CCC2=CC(=CC=C12)N (5-amino-2,3-dihydro-indole-1-carboxylic acid-phenylamide). Reported procedure: The reaction is carried out in methanol. The crude product is further reacted directly in V (9).